From a dataset of the Open Reaction Database (ORD), a public repository of structured organic reaction records. describe an organic reaction: reactants, conditions, products, and yield The reactants are ClC=1N=C(NC1CO)CC ((4-chloro-2-ethyl-1H-imidazol-5-yl)methanol). Reagents/catalysts: [O-2].[O-2].[Mn+4] (manganese dioxide). Run in C(Cl)Cl (CH2Cl2), O1CCOCC1 (1,4-dioxane). The product is ClC=1N=C(NC1C=O)CC (4-chloro-2-ethyl-1H-imidazole-5-carbaldehyde). The yield is 0.0%. Reaction SMILES: [Cl:1][C:2]1[N:3]=[C:4]([CH2:9][CH3:10])[NH:5][C:6]=1[CH2:7][OH:8]>C(Cl)Cl.O1CCOCC1.[O-2].[O-2].[Mn+4]>[Cl:1][C:2]1[N:3]=[C:4]([CH2:9][CH3:10])[NH:5][C:6]=1[CH:7]=[O:8] |f:3.4.5|. Procedure: A solution of (4-chloro-2-ethyl-1H-imidazol-5-yl)methanol (1.60 g, 10.0 mmol) and manganese dioxide (5.5 g, 63.3 mmol) in CH2Cl2 (30 mL) and 1,4-dioxane (15 mL) was heated under reflux for 6.5 h. The reaction mixture was cooled to RT, then filtered through Celite, which was washed thoroughly with CH2Cl2. The filtrate was concentrated and dried to provide the title compound (0.763 mg, 48%) as a pale yellow solid. 1H NMR (400 MHz, CDCl3) δ ppm 9.66 (s, 1H), 2.84 (q, 2H), 1.38 (t, 3 H). The reactants are Cc1scc2c1N(C(=O)Cl)c1ccccc1NC2=O, Cl, C1CCN(CCC2CNCCO2)CC1. The product is Cc1scc2c1N(C(=O)N1CCOC(CCN3CCCCC3)C1)c1ccccc1NC2=O. RXN SMILES: [Cl:1][C:2](=[O:3])[N:4]1[c:5]2[c:6]([cH:16][s:17][c:18]2[CH3:19])[C:7](=[O:15])[NH:8][c:9]2[c:10]1[cH:11][cH:12][cH:13][cH:14]2.[ClH:34].[N:20]1([CH2:26][CH2:27][CH:28]2[O:29][CH2:30][CH2:31][NH:32][CH2:33]2)[CH2:21][CH2:22][CH2:23][CH2:24][CH2:25]1>>[C:2](=[O:3])([N:4]1[c:5]2[c:6]([cH:16][s:17][c:18]2[CH3:19])[C:7](=[O:15])[NH:8][c:9]2[c:10]1[cH:11][cH:12][cH:13][cH:14]2)[N:32]1[CH2:31][CH2:30][O:29][CH:28]([CH2:27][CH2:26][N:20]2[CH2:21][CH2:22][CH2:23][CH2:24][CH2:25]2)[CH2:33]1. Reactants: CCOC(=O)c1oc2cccc(C#CCOC)c2c1C, C1CCOC1. The product is CCOC(=O)c1oc2cccc(CCCOC)c2c1C. As a reaction SMILES: [CH2:1]([CH3:2])[O:3][C:4](=[O:5])[c:6]1[o:7][c:8]2[c:9]([c:10]1[CH3:11])[c:12]([C:16]#[C:17][CH2:18][O:19][CH3:20])[cH:13][cH:14][cH:15]2.[O:21]1[CH2:22][CH2:23][CH2:24][CH2:25]1>>[CH2:1]([CH3:2])[O:3][C:4](=[O:5])[c:6]1[o:7][c:8]2[c:9]([c:10]1[CH3:11])[c:12]([CH2:16][CH2:17][CH2:18][O:19][CH3:20])[cH:13][cH:14][cH:15]2. Starting materials: OC1=C(C(C(C2=CC=CC=C12)(CCC)NOC)=O)C1=NS(C2=C(N1)C=CC(=C2)NS(=O)(=O)C)(=O)=O (N-{3-[1-hydroxy-4-(methoxyamino)-3-oxo-4-propyl-3,4-dihydronaphthalen-2-yl]-1,1-dioxido-4H-1,2,4-benzothiadiazin-7-yl}methanesulfonamide), C(C)(C)N(C(C)C)CC (N,N-diisopropylethylamine), C(C)(=O)Cl (acetyl chloride). The solvent is O1CCCC1 (tetrahydrofuran). Reaction conditions: time 8 hour. Product: OC1=C(C(C(C2=CC=CC=C12)(CCC)N(C(C)=O)OC)=O)C1=NS(C2=C(N1)C=CC(=C2)NS(=O)(=O)C)(=O)=O (N-(4-hydroxy-3-{7-[(methylsulfonyl)amino]-1,1-dioxido-4H-1,2,4-benzothiadiazin-3-yl}-2-oxo-1-propyl-1,2-dihydronaphthalen-1-yl)-N-methoxyacetamide). Reaction SMILES: [OH:1][C:2]1[C:11]2[C:6](=[CH:7][CH:8]=[CH:9][CH:10]=2)[C:5]([NH:15][O:16][CH3:17])([CH2:12][CH2:13][CH3:14])[C:4](=[O:18])[C:3]=1[C:19]1[NH:24][C:23]2[CH:25]=[CH:26][C:27]([NH:29][S:30]([CH3:33])(=[O:32])=[O:31])=[CH:28][C:22]=2[S:21](=[O:35])(=[O:34])[N:20]=1.C(N(CC)C(C)C)(C)C.[C:45](Cl)(=[O:47])[CH3:46]>O1CCCC1>[OH:1][C:2]1[C:11]2[C:6](=[CH:7][CH:8]=[CH:9][CH:10]=2)[C:5]([N:15]([O:16][CH3:17])[C:45](=[O:47])[CH3:46])([CH2:12][CH2:13][CH3:14])[C:4](=[O:18])[C:3]=1[C:19]1[NH:24][C:23]2[CH:25]=[CH:26][C:27]([NH:29][S:30]([CH3:33])(=[O:32])=[O:31])=[CH:28][C:22]=2[S:21](=[O:35])(=[O:34])[N:20]=1. Procedure: To a solution of Example 9 (15 mg, 0.029 mmol) in tetrahydrofuran (200 μL) was added N,N-diisopropylethylamine (11 μL, 0.062 mmol) and acetyl chloride (5 μL, 0.070 mmol) and stirring was continued overnight. The solution was concentrated and taken up in H2O (1 mL) and 1N NaOH (0.5 mL). This solution was stirred at room temperature for 2 hours and 1N HCl was added slowly until the solution became acidic. This aqueous solution was extracted with ethyl acetate (3×2 mL), the organic extracts combine... As a reaction SMILES: [F:1][c:2]1[c:3](-[c:8]2[nH:9][c:10](=[O:19])[c:11]3[c:12]([n:13]2)[n:14]([CH3:18])[n:15][c:16]3[CH3:17])[cH:4][cH:5][cH:6][cH:7]1.[OH2:25].[P:20]([Cl:21])([Cl:22])([Cl:23])=[O:24]>>[F:1][c:2]1[c:3](-[c:8]2[n:9][c:10]([Cl:22])[c:11]3[c:12]([n:13]2)[n:14]([CH3:18])[n:15][c:16]3[CH3:17])[cH:4][cH:5][cH:6][cH:7]1. Starting materials: Cc1nn(C)c2nc(-c3ccccc3F)[nH]c(=O)c12, O, O=P(Cl)(Cl)Cl. Product: Cc1nn(C)c2nc(-c3ccccc3F)nc(Cl)c12. Starting materials: N1(CCCCC1)CCOC1=CC=C(CO)C=C1 (4-(2-piperidinylethoxy)benzyl alcohol), S(=O)(Cl)Cl (thionyl chloride). The solvent is C(CCl)Cl (ethylene dichloride). Yields the product Cl.N1(CCCCC1)CCOC1=CC=C(CCl)C=C1 (4-(2-piperidinylethoxy)benzylchloride hydrochloride). RXN SMILES: [N:1]1([CH2:7][CH2:8][O:9][C:10]2[CH:17]=[CH:16][C:13]([CH2:14]O)=[CH:12][CH:11]=2)[CH2:6][CH2:5][CH2:4][CH2:3][CH2:2]1.S(Cl)([Cl:20])=O>C(Cl)CCl>[ClH:20].[N:1]1([CH2:7][CH2:8][O:9][C:10]2[CH:17]=[CH:16][C:13]([CH2:14][Cl:20])=[CH:12][CH:11]=2)[CH2:6][CH2:5][CH2:4][CH2:3][CH2:2]1 |f:3.4|. Procedure: The solution of 4-(2-piperidinylethoxy)benzyl alcohol in ethylene dichloride can be combined with thionyl chloride and heated until the reaction is complete. Upon cooling, the mixture can be concentrated, followed by addition of 1,2-dimethoxyethane and additional concentration. The precipitate can be collected and dried to yield intermediate 4-(2-piperidinylethoxy)benzylchloride hydrochloride, as shown in Scheme IX. ##STR36## Reactants: CC(=O)OCC1=C(N2[C@@H]([C@@H](C2=O)N)SC1)C(=O)O (7-Aminocephalosporanic acid), OC=1C=C(C=CC1O)C=1C(NC=NC1)=S (5-(3,4-dihydroxyphenyl)-4(3H)-pyrimidinethione), B(F)(F)F.CCOCC (boron trifluoride diethyl etherate). Run in S1(=O)(=O)CCCC1.ClCCl (sulpholane dichloromethane). Product: N[C@H]1[C@H]2SCC(=C(N2C1=O)C(=O)O)CSC1=NC=NC=C1C1=CC(=C(C=C1)O)O ((6R,7R)-7-amino-3-[[[5-(3,4-dihydroxyphenyl)-4-pyrimidinyl]thio]methyl]-8-oxo-5-thia-1-azabicyclo[4.2.0]oct-2-ene-2-carboxylic acid). Yield: 88.8%. As a reaction SMILES: CC(O[CH2:5][C:6]1[CH2:15][S:14][C@@H:9]2[C@H:10]([NH2:13])[C:11](=[O:12])[N:8]2[C:7]=1[C:16]([OH:18])=[O:17])=O.[OH:19][C:20]1[CH:21]=[C:22]([C:27]2[C:28](=[S:33])[NH:29][CH:30]=[N:31][CH:32]=2)[CH:23]=[CH:24][C:25]=1[OH:26].B(F)(F)F.CCOCC>S1(CCCC1)(=O)=O.ClCCl>[NH2:13][C@@H:10]1[C:11](=[O:12])[N:8]2[C@@H:9]1[S:14][CH2:15][C:6]([CH2:5][S:33][C:28]1[C:27]([C:22]3[CH:23]=[CH:24][C:25]([OH:26])=[C:20]([OH:19])[CH:21]=3)=[CH:32][N:31]=[CH:30][N:29]=1)=[C:7]2[C:16]([OH:18])=[O:17] |f:2.3,4.5|. Reported procedure: 7-Aminocephalosporanic acid (220 mg) (0.81 mmol) and 250 mg (1.04 mmol) of 5-(3,4-dihydroxyphenyl)-4(3H)-pyrimidinethione are suspended in 8 ml of sulpholane/dichloromethane (1:1 v/v) and treated with 5 ml of boron trifluoride diethyl etherate while stirring. After 18 hours the mixture is concentrated in a vacuum and the residue is washed with diethyl ether. Then, 2 ml of ethanol and 4 ml of water are added thereto and sodium hydrogen carbonate is added until pH 5 has been reached. The product i... The reagents and catalysts are S(=O)(=O)(O)[O-].C(CCC)[N+](CCCC)(CCCC)CCCC (tetrabutylammonium hydrogen sulfate). Yields the product BrC=1C=C2C(C3=C(C=NC(=C3)Cl)OC2=CC1)(CCOCC#N)NS(=O)C(C)(C)C (N-(7-bromo-3-chloro-5-(2-(cyanomethoxy)ethyl)-5H-chromeno[2,3-c]pyridin-5-yl)-2-methylpropane-2-sulfinamide). The reactants are BrC=1C=C2C(C3=C(C=NC(=C3)Cl)OC2=CC1)(CCO)NS(=O)C(C)(C)C (N-(7-bromo-3-chloro-5-(2-hydroxyethyl)-5H-chromeno[2,3-c]pyridin-5-yl)-2-methylpropane-2-sulfinamide), C1CCOC1 (THF), BrCC#N (bromoacetonitrile), aq. solution, [OH-].[Na+] (sodium hydroxide), BrCC#N (BrCH2CN). Reaction SMILES: [Br:1][C:2]1[CH:3]=[C:4]2[C:14](=[CH:15][CH:16]=1)[O:13][C:7]1[CH:8]=[N:9][C:10]([Cl:12])=[CH:11][C:6]=1[C:5]2([NH:20][S:21]([C:23]([CH3:26])([CH3:25])[CH3:24])=[O:22])[CH2:17][CH2:18][OH:19].C1COCC1.Br[CH2:33][C:34]#[N:35].[OH-].[Na+]>S([O-])(O)(=O)=O.C([N+](CCCC)(CCCC)CCCC)CCC.O>[Br:1][C:2]1[CH:3]=[C:4]2[C:14](=[CH:15][CH:16]=1)[O:13][C:7]1[CH:8]=[N:9][C:10]([Cl:12])=[CH:11][C:6]=1[C:5]2([NH:20][S:21]([C:23]([CH3:26])([CH3:25])[CH3:24])=[O:22])[CH2:17][CH2:18][O:19][CH2:33][C:34]#[N:35] |f:3.4,5.6|. Run at time 5 minute. Run in O (water). Procedure details: A 100 mL RBF was charged with N-(7-bromo-3-chloro-5-(2-hydroxyethyl)-5H-chromeno[2,3-c]pyridin-5-yl)-2-methylpropane-2-sulfinamide (625 mg, 1.359 mmol), tetrabutylammonium hydrogen sulfate (138 mg, 0.408 mmol), THF (6.80 mL), and bromoacetonitrile (0.852 mL, 12.23 mmol) to give a cloudy, light brown solution. The resulting solution was stirred vigorously for 5 min. Then a 2N aq. solution of sodium hydroxide (13.600 mL, 27.2 mmol) was added in one portion. The solution changed into dark brown col... Starting materials: O.O.Cl[Sn]Cl (SnCl2.2H2O), CC1=C(C(=NO1)C(=O)C1=CC=C(C=C1)Cl)[N+](=O)[O-] ((5-methyl-4-nitroisoxazol-3-yl)-4-chlorophenylmethanone), [OH-].[Na+] (sodium hydroxide). Solvent: Cl (hydrochloric acid), O1CCCC1 (THF), O1CCCC1 (tetrahydrofuran). Yields the product NC=1C(=NOC1C)C(=O)C1=CC=C(C=C1)Cl ((4-Amino-5-methylisoxazol-3-yl)-4-chlorophenylmethanone). The yield is 78.0%. Reaction SMILES: [CH3:1][C:2]1[O:6][N:5]=[C:4]([C:7]([C:9]2[CH:14]=[CH:13][C:12]([Cl:15])=[CH:11][CH:10]=2)=[O:8])[C:3]=1[N+:16]([O-])=O.O.O.Cl[Sn]Cl.[OH-].[Na+]>O1CCCC1.Cl>[NH2:16][C:3]1[C:4]([C:7]([C:9]2[CH:14]=[CH:13][C:12]([Cl:15])=[CH:11][CH:10]=2)=[O:8])=[N:5][O:6][C:2]=1[CH3:1] |f:1.2.3,4.5|. Reported procedure: A solution of (5-methyl-4-nitroisoxazol-3-yl)-4-chlorophenylmethanone of Example Va (5.3 g, 20 mmoles) in tetrahydrofuran (THF) (100 ml) was added to a mixture of SnCl2.2H2O (27 g, 120 mmoles) in concentrated hydrochloric acid (35 ml) and THF (11 ml) over 1 hour. After warming to room temperature, the reaction mixture was poured into cold 10% sodium hydroxide (500 ml) with stirring and extracted with ethyl acetate. The extracts were washed with dilute sodium chloride and dried (sodium sulfate). ...